This data is from the Open Reaction Database (ORD), a public repository of structured organic reaction records. The task is: describe an organic reaction: reactants, conditions, products, and yield Procedure: Following the general procedure of example 31, 3-[1-(ethylsulfonyl)-4-piperidinyl]-5-(3-formylphenyl)-1H-indole-7-carboxamide (50 mg, 0.113 mmol), cyclobutanamine (24.1 mg, 0.339 mmol) and NaBH(OAc)3 (75 mg, 0.545 mmol) were reacted to give the title compound (19.3 mg, 35%). Yields the product C1(CCC1)NCC=1C=C(C=CC1)C=1C=C2C(=CNC2=C(C1)C(=O)N)C1CCN(CC1)S(=O)(=O)CC (5-{3-[(cyclobutylamino)methyl]phenyl}-3-[1-(ethylsulfonyl)-4-piperidinyl]-1H-indole-7-carboxamide). As a reaction SMILES: [CH2:1]([S:3]([N:6]1[CH2:11][CH2:10][CH:9]([C:12]2[C:20]3[C:15](=[C:16]([C:29]([NH2:31])=[O:30])[CH:17]=[C:18]([C:21]4[CH:26]=[CH:25][CH:24]=[C:23]([CH:27]=O)[CH:22]=4)[CH:19]=3)[NH:14][CH:13]=2)[CH2:8][CH2:7]1)(=[O:5])=[O:4])[CH3:2].[CH:32]1([NH2:36])[CH2:35][CH2:34][CH2:33]1.[BH-](OC(C)=O)(OC(C)=O)OC(C)=O.[Na+]>>[CH:32]1([NH:36][CH2:27][C:23]2[CH:22]=[C:21]([C:18]3[CH:19]=[C:20]4[C:15](=[C:16]([C:29]([NH2:31])=[O:30])[CH:17]=3)[NH:14][CH:13]=[C:12]4[CH:9]3[CH2:8][CH2:7][N:6]([S:3]([CH2:1][CH3:2])(=[O:4])=[O:5])[CH2:11][CH2:10]3)[CH:26]=[CH:25][CH:24]=2)[CH2:35][CH2:34][CH2:33]1 |f:2.3|. The yield is 34.5%. Starting materials: C(C)S(=O)(=O)N1CCC(CC1)C1=CNC2=C(C=C(C=C12)C1=CC(=CC=C1)C=O)C(=O)N (3-[1-(ethylsulfonyl)-4-piperidinyl]-5-(3-formylphenyl)-1H-indole-7-carboxamide), C1(CCC1)N (cyclobutanamine), [BH-](OC(=O)C)(OC(=O)C)OC(=O)C.[Na+] (NaBH(OAc)3). Reactants: BrC1(C(C2=CC=CC=C2C1)C)C(C)=O (1-(2-bromo-2,3-dihydro-1-methyl-1H-inden-2-yl)ethanone), BrCC(=O)[C@@H]1[C@@H](C2=CC=CC=C2C1)C (cis-2-bromo-1-(2,3-dihydro-1-methyl-1H-inden-2-yl)ethanone), BrBr (bromine), BrBr (Bromine), C[C@H]1[C@H](CC2=CC=CC=C12)C(C)=O (cis-1-(2,3-dihydro-1-methyl-1H-inden-2-yl)ethanone), 2-bromo-1-(2-bromo-2,3-dihydrol-methyl-1H-inden-2-yl)ethanone. Solvent: C(Cl)Cl (methylene chloride), C(Cl)Cl (methylene chloride). Product: BrCC(=O)C1(C(C2=CC=CC=C2C1)C)Br (2-Bromo-1-(2-bromo-2,3-dihydro-1-methyl-1H-inden-2-yl)ethanone). Reaction SMILES: BrBr.C[C@@H]1C2C(=CC=CC=2)C[C@@H]1C(=O)C.[Br:16][C:17]1([C:27](=[O:29])[CH3:28])[CH2:25][C:24]2[C:19](=[CH:20][CH:21]=[CH:22][CH:23]=2)[CH:18]1[CH3:26].[Br:30]CC([C@H]1CC2C(=CC=CC=2)[C@H]1C)=O>C(Cl)Cl>[Br:30][CH2:28][C:27]([C:17]1([Br:16])[CH2:25][C:24]2[C:19](=[CH:20][CH:21]=[CH:22][CH:23]=2)[CH:18]1[CH3:26])=[O:29]. Procedure: Bromine in methylene chloride is slowly added to a stirred solution of cis-1-(2,3-dihydro-1-methyl-1H-inden-2-yl)ethanone (34.8 g) in methylene chloride (835 ml), while keeping the temperature at +10° C. The reaction is followed by GLC. The first products are the isomers of 1-(2-bromo-2,3-dihydro-1-methyl-1H-inden-2-yl)ethanone and cis-2-bromo-1-(2,3-dihydro-1-methyl-1H-inden-2-yl)ethanone. When the added amount of bromine is about 0.3 mol, only the final product, 2-bromo-1-(2-bromo-2,3-dihydrol... The reactants are C1(CCCCC1)C[C@@H](CN1C(C2=CC=CC=C2C1=O)=O)NC(OC(C)(C)C)=O (tert-butyl {(1S)-2-cyclohexyl-1-[(1,3-dioxo-1,3-dihydro-2H-isoindol-2-yl)methyl]ethyl}carbamate), O1CCOCC1.Cl (HCl dioxane). Run in C1CCOC1 (THF). Product: N[C@H](CN1C(C2=CC=CC=C2C1=O)=O)CC1CCCCC1 (2-[(2S)-2-amino-3-cyclohexylpropyl]-1H-isoindole-1,3(2H)-dione). The yield is 110.8%. As a reaction SMILES: [CH:1]1([CH2:7][C@H:8]([NH:21]C(=O)OC(C)(C)C)[CH2:9][N:10]2[C:18](=[O:19])[C:17]3[C:12](=[CH:13][CH:14]=[CH:15][CH:16]=3)[C:11]2=[O:20])[CH2:6][CH2:5][CH2:4][CH2:3][CH2:2]1.O1CCOCC1.Cl>C1COCC1>[NH2:21][C@@H:8]([CH2:7][CH:1]1[CH2:6][CH2:5][CH2:4][CH2:3][CH2:2]1)[CH2:9][N:10]1[C:11](=[O:20])[C:12]2[C:17](=[CH:16][CH:15]=[CH:14][CH:13]=2)[C:18]1=[O:19] |f:1.2|. Procedure details: A solution of tert-butyl {(1S)-2-cyclohexyl-1-[(1,3-dioxo-1,3-dihydro-2H-isoindol-2-yl)methyl]ethyl}carbamate (2.8 g, 7.25 mmol) in 4 M HCl dioxane (10 mL, 40 mmol) and THF (10 mL) was stirred at room temperature for 2 hours. The reaction mixture was evaporated under reduced pressure to afford 2.3 g (99% yield) of the desired product. LC-MS found: 287.1 (M+H)+. Starting materials: C(CC)N (n-propylamine), N(=C=S)C1=C(SC=C1)C(=O)OC (methyl 3-isothiocyanatothiophene-2-carboxylate). The solvent is O1CCCC1 (tetrahydrofuran), O1CCCC1 (tetrahydrofuran). Conditions: time 16 hour. Yields the product C(CC)N1C(NC2=C(C1=O)SC=C2)=S (3-propyl-2-thioxo-2,3-di-hydro-1 H-thieno[3.2-d]pyrimidin-4-one). As a reaction SMILES: [CH2:1]([NH2:4])[CH2:2][CH3:3].[N:5]([C:8]1[CH:12]=[CH:11][S:10][C:9]=1[C:13](OC)=[O:14])=[C:6]=[S:7]>O1CCCC1>[CH2:1]([N:4]1[C:13](=[O:14])[C:9]2[S:10][CH:11]=[CH:12][C:8]=2[NH:5][C:6]1=[S:7])[CH2:2][CH3:3]. Procedure details: In a sulfonation flask, 1.7 g (0.028 mol) of n-propylamine are added dropwise to 30 ml of tetrahydrofuran and 5.2 g (0.026 mol) of methyl 3-isothiocyanatothiophene-2-carboxylate, dissolved in 30 ml of tetrahydrofuran, such that the internal temperature does not rise above 35° C. The reaction mixture is then stirred for 16 hours at reflux temperature and the tetrahydrofuran is then removed in a water-jet vacuum. The residue is taken up in ethyl acetate and extracted three times with water. The or... Starting materials: BrC=1C(=NC=C(C(=O)NC2=CC=C(C=C2)OC(F)(F)F)C1)N1C[C@@H](CC1)O ((R)-5-bromo-6-(3-hydroxypyrrolidin-1-yl)-N-(4-(trifluoromethoxy)phenyl)nicotinamide), FC=1C=C(C=C(C1)C(=O)OC)B(O)O ((3-fluoro-5-(methoxycarbonyl)phenyl)boronic acid). Product: FC=1C=C(C(=O)OC)C=C(C1)C=1C(=NC=C(C1)C(NC1=CC=C(C=C1)OC(F)(F)F)=O)N1C[C@@H](CC1)O ((R)-Methyl 3-fluoro-5-(2-(3-hydroxypyrrolidin-1-yl)-5-((4-(trifluoromethoxy)phenyl)carbamoyl)pyridin-3-yl)benzoate). Reaction SMILES: Br[C:2]1[C:3]([N:22]2[CH2:26][CH2:25][C@@H:24]([OH:27])[CH2:23]2)=[N:4][CH:5]=[C:6]([CH:21]=1)[C:7]([NH:9][C:10]1[CH:15]=[CH:14][C:13]([O:16][C:17]([F:20])([F:19])[F:18])=[CH:12][CH:11]=1)=[O:8].[F:28][C:29]1[CH:30]=[C:31](B(O)O)[CH:32]=[C:33]([C:35]([O:37][CH3:38])=[O:36])[CH:34]=1>>[F:28][C:29]1[CH:34]=[C:33]([CH:32]=[C:31]([C:2]2[C:3]([N:22]3[CH2:26][CH2:25][C@@H:24]([OH:27])[CH2:23]3)=[N:4][CH:5]=[C:6]([C:7](=[O:8])[NH:9][C:10]3[CH:15]=[CH:14][C:13]([O:16][C:17]([F:19])([F:20])[F:18])=[CH:12][CH:11]=3)[CH:21]=2)[CH:30]=1)[C:35]([O:37][CH3:38])=[O:36]. Reported procedure: The title compound was prepared in an analogous fashion to that described in Example 35 using (R)-5-bromo-6-(3-hydroxypyrrolidin-1-yl)-N-(4-(trifluoromethoxy)phenyl)nicotinamide (Stage 35.1) and (3-fluoro-5-(methoxycarbonyl)phenyl)boronic acid to afford a white solid. UPLC-MS (Condition 3), tR=1.18 min, m/z=520.2 [M+H]+; 1H-NMR (400 MHz, DMSO-d6), δ ppm 1.67-1.75 (m, 1H) 1.77-1.89 (m, 1H) 2.81-2.90 (m, 1H) 3.13-3.27 (m, 2H) 3.33-3.45 (m, 1H) 3.88 (s, 3H) 4.13-4.20 (m, 1H) 4.82 (d, J=1.00 Hz, 1H)...